Dataset: the Open Reaction Database (ORD), a public repository of structured organic reaction records. Task: describe an organic reaction: reactants, conditions, products, and yield The solvent is O (water), C(C)O (ethanol), O (water). Isolated yield 75.0%. Starting materials: NC1=C(C(=O)O)C=CC=C1 (2-aminobenzoic acid), Cl (hydrochloric acid), Cl (hydrochloric acid), N(=O)OC(C)C (isopropyl nitrite), ClCl (chlorine). The product is ClC=1C=C(C(=O)O)C=C(C1)Cl (3,5-dichlorobenzoic acid). RXN SMILES: N[C:2]1[CH:10]=[CH:9][CH:8]=[CH:7][C:3]=1[C:4]([OH:6])=[O:5].[ClH:11].[Cl:12]Cl.N(OC(C)C)=O>O.C(O)C>[Cl:11][C:10]1[CH:2]=[C:3]([CH:7]=[C:8]([Cl:12])[CH:9]=1)[C:4]([OH:6])=[O:5]. Reported procedure: 137 parts of 2-aminobenzoic acid are introduced into 800 parts of ethanol, 50 parts of hydrochloric acid (20% strength of weight) and 500 parts of water. 163 parts of chlorine gas are passed in over 2 hours at 80° C. 300 parts of hydrochloric acid (36 percent strength by weight) are added. 125 parts of isopropyl nitrite are introduced in the course of 7 hours at 80° C. The mixture is cooled, 800 parts of water are added and the product is filtered off. 143 parts of 3,5-dichlorobenzoic acid (75% ...